Dataset: the Open Reaction Database (ORD), a public repository of structured organic reaction records. Task: describe an organic reaction: reactants, conditions, products, and yield Reactants: N(CC(=O)N([C@@H](CC1=CC=CC=C1)C(=O)NNC(=S)N)C)C(=O)OC(C)(C)C (BOC-Gly-MePhe-NHNHCSNH2), C1CCC(CC1)N=C=NC2CCCCC2 (DCC), N([C@H](CCC(N)=O)C(=O)O)C(=O)OC(C)(C)C (BOC-(D)-Gln-OH), C1C2C=CC1C3C2C(=O)N(C3=O)O (HONB). Solvent: FC(C(=O)O)(F)F (trifluoroacetic acid), CN(C)C=O (DMF), CN(C)C=O (DMF), CN(C)C=O (DMF). Reaction conditions: time 10 minute. Product: N([C@H](CCC(N)=O)C(=O)NCC(=O)N([C@@H](CC1=CC=CC=C1)C(=O)NNC(=S)N)C)C(=O)OC(C)(C)C (BOC-(D)-Gln-Gly-MePhe-NHNHCSNH2). As a reaction SMILES: [NH:1]([C:22]([O:24]C(C)(C)C)=O)[CH2:2][C:3]([N:5]([CH3:21])[C@H:6]([C:14]([NH:16][NH:17][C:18]([NH2:20])=[S:19])=[O:15])[CH2:7][C:8]1[CH:13]=[CH:12][CH:11]=[CH:10][CH:9]=1)=[O:4].[NH:29]([C:39]([O:41][C:42]([CH3:45])([CH3:44])[CH3:43])=[O:40])[C@@H:30](C(O)=O)[CH2:31][CH2:32][C:33](=[O:35])[NH2:34].C1C2C3C(=O)N(O)C(=O)C3C1C=C2.C1CCC(N=C=NC2CCCCC2)CC1>FC(F)(F)C(O)=O.CN(C=O)C>[NH:29]([C:39]([O:41][C:42]([CH3:45])([CH3:44])[CH3:43])=[O:40])[C@@H:30]([C:22]([NH:1][CH2:2][C:3]([N:5]([CH3:21])[C@H:6]([C:14]([NH:16][NH:17][C:18]([NH2:20])=[S:19])=[O:15])[CH2:7][C:8]1[CH:9]=[CH:10][CH:11]=[CH:12][CH:13]=1)=[O:4])=[O:24])[CH2:31][CH2:32][C:33](=[O:35])[NH2:34]. Procedure: In 10 ml of trifluoroacetic acid is dissolved 0.80 g of BOC-Gly-MePhe-NHNHCSNH2, and the solution is shaken for 10 minutes, concentrated, treated with ether and filtered to obtain a powder. This powder is dissolved in 10 ml of DMF, and after ice-cooling, the solution is neutralized with 10 ml of DMF and 0.05 g BOC-(D)-Gln-OH, 0.40 g of HONB and 0.45 g of DCC are added. The mixture is stirred for 20 hours. The precipitated DCU is filtered off, the solvent distilled off and the residue dissolved i... Reactants: COCCNC1CCCc2c(ccc(N)c2OC)C1, CS(=O)(=O)NC1CCCCC1Nc1nc(Cl)ncc1Cl. Product: COCCNC1CCCc2c(ccc(Nc3ncc(Cl)c(NC4CCCCC4NS(C)(=O)=O)n3)c2OC)C1. As a reaction SMILES: [CH3:1][O:2][c:3]1[c:4]([NH2:19])[cH:5][cH:6][c:7]2[c:8]1[CH2:9][CH2:10][CH2:11][CH:12]([NH:14][CH2:15][CH2:16][O:17][CH3:18])[CH2:13]2.[Cl:20][c:21]1[n:22][cH:23][c:24]([Cl:39])[c:25]([NH:27][CH:28]2[CH:29]([NH:34][S:35](=[O:36])(=[O:37])[CH3:38])[CH2:30][CH2:31][CH2:32][CH2:33]2)[n:26]1>>[CH3:1][O:2][c:3]1[c:4]([NH:19][c:21]2[n:22][cH:23][c:24]([Cl:39])[c:25]([NH:27][CH:28]3[CH:29]([NH:34][S:35](=[O:36])(=[O:37])[CH3:38])[CH2:30][CH2:31][CH2:32][CH2:33]3)[n:26]2)[cH:5][cH:6][c:7]2[c:8]1[CH2:9][CH2:10][CH2:11][CH:12]([NH:14][CH2:15][CH2:16][O:17][CH3:18])[CH2:13]2. Run in CC(=O)C (acetone). The reactants are CCCC1=C(C=CC(=C1O)C(=O)C)O (2,4-dihydroxy-3-propylacetophenone), BrCCCBr (1,3-dibromopropane), C([O-])([O-])=O.[K+].[K+] (potassium carbonate). RXN SMILES: [CH3:1][CH2:2][CH2:3][C:4]1[C:9]([OH:10])=[C:8]([C:11]([CH3:13])=[O:12])[CH:7]=[CH:6][C:5]=1[OH:14].[Br:15][CH2:16][CH2:17][CH2:18]Br.C(=O)([O-])[O-].[K+].[K+]>CC(C)=O>[C:11]([C:8]1[CH:7]=[CH:6][C:5]([O:14][CH2:18][CH2:17][CH2:16][Br:15])=[C:4]([CH2:3][CH2:2][CH3:1])[C:9]=1[OH:10])(=[O:12])[CH3:13] |f:2.3.4|. Procedure: A mixture of 2,4-dihydroxy-3-propylacetophenone (2.7 g), 1,3-dibromopropane (2.8 ml) and potassium carbonate (1.9 g) in acetone (50 ml) was refluxed for 3 hours. Insoluble materials were filtered off, and the filtrate was concentrated. The resulting syrup was purified by means of a silica gel flash chromatography (chloroform-hexane=1:1) to give 3-(4-acetyl-3-hydroxy-2-propylphenoxy)propyl bromide (2.9 g) as colorless and transparent syrup. The product is C(C)(=O)C1=C(C(=C(OCCCBr)C=C1)CCC)O (3-(4-acetyl-3-hydroxy-2-propylphenoxy)propyl bromide). Starting materials: O=CCNC(=O)C1=CC2=C(N(C(=N2)NC=2SC3=C(N2)C=CC(=C3)Cl)C)C=C1 (2-(6-chloro-benzothiazol-2-ylamino)-1-methyl-1H-benzoimidazole-5-carboxylic acid (2-oxo-ethyl)-amide), FC1(CCNCC1)F (4,4-difluoro-piperidine), [BH-](OC(=O)C)(OC(=O)C)OC(=O)C.[Na+] (Na(OAc)3BH). Solvent: C(Cl)Cl (DCM). Product: FC1(CCN(CC1)CCNC(=O)C1=CC2=C(N(C(=N2)NC=2SC3=C(N2)C=CC(=C3)Cl)C)C=C1)F (2-(6-Chloro-benzothiazol-2-ylamino)-1-methyl-1H-benzoimidazole-5-carboxylic acid [2 (4,4-difluoro-piperidin-1-yl)-ethyl]-amide). Isolated yield 44.5%. RXN SMILES: O=[CH:2][CH2:3][NH:4][C:5]([C:7]1[CH:27]=[CH:26][C:10]2[N:11]([CH3:25])[C:12]([NH:14][C:15]3[S:16][C:17]4[CH:23]=[C:22]([Cl:24])[CH:21]=[CH:20][C:18]=4[N:19]=3)=[N:13][C:9]=2[CH:8]=1)=[O:6].[F:28][C:29]1([F:35])[CH2:34][CH2:33][NH:32][CH2:31][CH2:30]1.[BH-](OC(C)=O)(OC(C)=O)OC(C)=O.[Na+]>C(Cl)Cl>[F:28][C:29]1([F:35])[CH2:34][CH2:33][N:32]([CH2:2][CH2:3][NH:4][C:5]([C:7]2[CH:27]=[CH:26][C:10]3[N:11]([CH3:25])[C:12]([NH:14][C:15]4[S:16][C:17]5[CH:23]=[C:22]([Cl:24])[CH:21]=[CH:20][C:18]=5[N:19]=4)=[N:13][C:9]=3[CH:8]=2)=[O:6])[CH2:31][CH2:30]1 |f:2.3|. Procedure details: 2-(6-Chloro-benzothiazol-2-ylamino)-1-methyl-1H-benzoimidazole-5-carboxylic acid [2 (4,4-difluoro-piperidin-1-yl)-ethyl]-amide (45 mg) was prepared by following General Procedure P starting from 2-(6-chloro-benzothiazol-2-ylamino)-1-methyl-1H-benzoimidazole-5-carboxylic acid (2-oxo-ethyl)-amide (80 mg), 4,4-difluoro-piperidine (36 mg), and Na(OAc)3BH (65 mg) in DCM (2 mL). LC/MS: m/z 504.5. 1H NMR (DMSO-d6, 400 MHz): δ 8.97-8.88 (m, 1H), 8.14-8.12 (m, 1H), 7.97-7.96 (m, 1H), 7.88-7.80 (m, 1H), 7... Starting materials: CCC#CCO, C1CCOC1, [K+], [OH-], Cc1ccc(S(=O)(=O)Cl)cc1. The product is CCC#CCOS(=O)(=O)c1ccc(C)cc1. As a reaction SMILES: [CH2:1]([C:2]#[C:3][CH2:4][CH3:5])[OH:6].[CH2:20]1[O:21][CH2:22][CH2:23][CH2:24]1.[K+:19].[OH-:18].[c:7]1([CH3:17])[cH:8][cH:9][c:10]([S:13](=[O:14])(=[O:15])[Cl:16])[cH:11][cH:12]1>>[CH2:1]([C:2]#[C:3][CH2:4][CH3:5])[O:6][S:13]([c:10]1[cH:9][cH:8][c:7]([CH3:17])[cH:12][cH:11]1)(=[O:14])=[O:15]. Reactants: OC1=NCCCCC1, COC, CCO, Cl, NNc1ccccc1. The product is c1ccc(NN=C2CCCCCN2)cc1, Cl. As a reaction SMILES: [C:4]1([OH:11])=[N:10][CH2:9][CH2:8][CH2:7][CH2:6][CH2:5]1.[CH3:1][O:2][CH3:3].[CH3:21][CH2:22][OH:23].[ClH:12].[c:13]1([NH:19][NH2:20])[cH:14][cH:15][cH:16][cH:17][cH:18]1>>[C:4]1(=[N:20][NH:19][c:13]2[cH:14][cH:15][cH:16][cH:17][cH:18]2)[CH2:5][CH2:6][CH2:7][CH2:8][CH2:9][NH:10]1.[ClH:12].